This data is from the Open Reaction Database (ORD), a public repository of structured organic reaction records. The task is: describe an organic reaction: reactants, conditions, products, and yield The reactants are E9, ClC=1C=C(C=NC1)OC1=C(C=C(C=C1)CO)F ((4-((5-chloropyridin-3-yl)oxy)-3-fluorophenyl)methanol), ClC=1C=C2N(C(N1)=O)C[C@@H](N2C)C ((S)-7-chloro-1,2-dimethyl-2,3-dihydroimidazo[1,2-c]pyrimidin-5(1H)-one). The product is ClC=1C=C(C=NC1)OC1=C(C=C(COC=2C=C3N(C(N2)=O)C[C@@H](N3C)C)C=C1)F ((S)-7-((4-((5-chloropyridin-3-yl)oxy)-3-fluorobenzyl)oxy)-1,2-dimethyl-2,3-dihydroimidazo[1,2-c]pyrimidin-5(1H)-one). Procedure details: The title compound was prepared by a procedure similar to that described for E9 starting from (4-((5-chloropyridin-3-yl)oxy)-3-fluorophenyl)methanol and (S)-7-chloro-1,2-dimethyl-2,3-dihydroimidazo[1,2-c]pyrimidin-5(1H)-one. RXN SMILES: [Cl:1][C:2]1[CH:3]=[C:4]([O:8][C:9]2[CH:14]=[CH:13][C:12]([CH2:15][OH:16])=[CH:11][C:10]=2[F:17])[CH:5]=[N:6][CH:7]=1.Cl[C:19]1[CH:20]=[C:21]2[N:28]([CH3:29])[C@@H:27]([CH3:30])[CH2:26][N:22]2[C:23](=[O:25])[N:24]=1>>[Cl:1][C:2]1[CH:3]=[C:4]([O:8][C:9]2[CH:14]=[CH:13][C:12]([CH2:15][O:16][C:19]3[CH:20]=[C:21]4[N:28]([CH3:29])[C@@H:27]([CH3:30])[CH2:26][N:22]4[C:23](=[O:25])[N:24]=3)=[CH:11][C:10]=2[F:17])[CH:5]=[N:6][CH:7]=1. Reactants: IC1=C(C=CC=C1)[N+](=O)[O-] (1-Iodo-2-nitrobenzene), C1(=CC=CC=C1)NC=O (N-Phenyl-formamide). The product is C1(=CC=CC=C1)N1C=NC2=C1C=CC=C2 (1-Phenyl-1H-benzoimidazole). Isolated yield 72.1%. RXN SMILES: I[C:2]1[CH:7]=[CH:6][CH:5]=[CH:4][C:3]=1[N+:8]([O-])=O.[C:11]1([NH:17][CH:18]=O)[CH:16]=[CH:15][CH:14]=[CH:13][CH:12]=1>>[C:3]1([N:8]2[C:12]3[CH:13]=[CH:14][CH:15]=[CH:16][C:11]=3[N:17]=[CH:18]2)[CH:4]=[CH:5][CH:6]=[CH:7][CH:2]=1. Reported procedure: The title compound was prepared with the analogous procedure described in example 1 using 1-Iodo-2-nitrobenzene (124 mg, 0.5 mmol) and N-Phenyl-formamide (73 mg, 0.6 mmol) as starting materials to yield the title compound as a yellow solid (70 mg, 72%). 1H NMR (DMSO) δ 7.28-7.33 (m, 2 H), 7.49 (d, J=7.3 Hz, 1 H), 7.59-7.68 (m, 5 H), 7.79 (d, J=6.9 Hz, 1 H), 8.56 (br s, 1 H); 13C NMR δ 110.6, 119.9, 122.4, 123.6, 123.9, 127.6, 130.0, 133.1, 135.9, 143.8. Starting materials: [BH4-], CCCCCC(C=O)=Cc1ccc(Cl)cc1Cl, CO, [Na+]. Product: CCCCCC(=Cc1ccc(Cl)cc1Cl)CO. As a reaction SMILES: [BH4-:1].[CH2:3]([CH2:4][CH2:5][CH2:6][CH3:7])[C:8]([CH:9]=[O:10])=[CH:11][c:12]1[c:13]([Cl:19])[cH:14][c:15]([Cl:18])[cH:16][cH:17]1.[CH3:20][OH:21].[Na+:2]>>[CH2:3]([CH2:4][CH2:5][CH2:6][CH3:7])[C:8]([CH2:9][OH:10])=[CH:11][c:12]1[c:13]([Cl:19])[cH:14][c:15]([Cl:18])[cH:16][cH:17]1.